This data is from the Open Reaction Database (ORD), a public repository of structured organic reaction records. The task is: describe an organic reaction: reactants, conditions, products, and yield Starting materials: 5-aniino-3-cyano-1-(2,6-dichloro-4-trifluoromethylphenyl)-4-trimethylsilylethynylpyrazole, BrC1=C(C(=NN1C1=C(C=C(C=C1Cl)C(F)(F)F)Cl)C#N)C#C[Si](C)(C)C (5-Bromo-3-cyano-1-(2,6-dichloro-4-trifluoromethylphenyl)-4-trimethylsilylethynylpyrazole), N(=O)OC(C)(C)C (t-butyl nitrite). Run in O1CCCC1 (tetrahydrofuran). The product is C(#N)C1=NN(C=C1CC[Si](C)(C)C)C1=C(C=C(C=C1Cl)C(F)(F)F)Cl (3-Cyano-1-(2,6-dichloro-4-trifluoromethylphenyl)4-trimethylsilylethylpyrazole). Reaction SMILES: Br[C:2]1[N:6]([C:7]2[C:12]([Cl:13])=[CH:11][C:10]([C:14]([F:17])([F:16])[F:15])=[CH:9][C:8]=2[Cl:18])[N:5]=[C:4]([C:19]#[N:20])[C:3]=1[C:21]#[C:22][Si:23]([CH3:26])([CH3:25])[CH3:24].N(OC(C)(C)C)=O>O1CCCC1>[C:19]([C:4]1[C:3]([CH2:21][CH2:22][Si:23]([CH3:26])([CH3:25])[CH3:24])=[CH:2][N:6]([C:7]2[C:12]([Cl:13])=[CH:11][C:10]([C:14]([F:17])([F:15])[F:16])=[CH:9][C:8]=2[Cl:18])[N:5]=1)#[N:20]. Reported procedure: To a stirred solution of 5-aniino-3-cyano-1-(2,6-dichloro-4-trifluoromethylphenyl)-4-trimethylsilylethynylpyrazole (30 mg, the compound of Example C1) in tetrahydrofuran (10 ml) was added dropwise over five minutes t-butyl nitrite (0.025 ml). The nixture was heated under reflux for 30 minutes, then cooled and evaporated. The residue was purified by column chromatography on silica gel (50 g) eluted with dichloromethane: hexane (1:4) to provide the title compound as a white solid m.p. 128-9° C. Reactants: NC=1C=C2C(C(N(C2=CC1[N+](=O)[O-])CC)=O)(C)C (5-Amino-1-ethyl-3,3-dimethyl-6-nitro-1.3-dihydro-indol-2-one). The reagents and catalysts are [Pd] (Pd/C). Solvent: CO (MeOH). The product is NC=1C=C2C(C(N(C2=CC1N)CC)=O)(C)C (5,6-Diamino-1-ethyl-3,3-dimethyl-1,3-dihydro-indol-2-one). Isolated yield 37.9%. RXN SMILES: [NH2:1][C:2]1[CH:3]=[C:4]2[C:8](=[CH:9][C:10]=1[N+:11]([O-])=O)[N:7]([CH2:14][CH3:15])[C:6](=[O:16])[C:5]2([CH3:18])[CH3:17]>CO.[Pd]>[NH2:1][C:2]1[CH:3]=[C:4]2[C:8](=[CH:9][C:10]=1[NH2:11])[N:7]([CH2:14][CH3:15])[C:6](=[O:16])[C:5]2([CH3:17])[CH3:18]. Procedure details: Analogously to general procedure (II) the compound (1,3 g) is prepared from A2 (3.9 g) in MeOH (160 ml) using Pd/C (0.4 g) as a catalyst (12 h). The reactants are Cl.ClC=1C(=C(C(=CC1)OC)C(C(O)=N)O)C (1-(3-chloro-6-methoxy-2-methylphenyl)-1-hydroxymethanecarboximidate hydrochloride), O1CCCC1 (tetrahydrofuran). Run in C1(=CC=CC=C1)C (toluene). Yields the product ClC=1C(=C(C(=CC1)OC)C1C(NC(O1)=O)=O)C (5-(3-Chloro-6-methoxy-2-methylphenyl)oxazolidine-2,4-dione). Reaction SMILES: Cl.[Cl:2][C:3]1[C:4]([CH3:16])=[C:5]([CH:11]([OH:15])[C:12](=[NH:14])[OH:13])[C:6]([O:9][CH3:10])=[CH:7][CH:8]=1.[O:17]1CCC[CH2:18]1>C1(C)C=CC=CC=1>[Cl:2][C:3]1[C:4]([CH3:16])=[C:5]([CH:11]2[O:15][C:18](=[O:17])[NH:14][C:12]2=[O:13])[C:6]([O:9][CH3:10])=[CH:7][CH:8]=1 |f:0.1|. Reported procedure: By the procedure of Example 27, 1-(3-chloro-6-methoxy-2-methylphenyl)-1-hydroxymethanecarboximidate hydrochloride (1.0 g., 3.4 mmoles) in 50 ml. of tetrahydrofuran was converted to toluene recrystallized 5-(3-chloro-6-methoxy-2-methylphenyl)oxazolidine-2,4-dione (470 mg. 54%; m.p. 193°-195° C.). The reactants are C(C)(C)N1CCC(CC1)OC1=CC=2C=C3N(C2C=C1)CCNC3=O (8-(1-Isopropyl-piperidin-4-yloxy)-3,4-dihydro-2H-pyrazino[1,2-a]indol-1-one), [H-].[Na+] (sodium hydride), BrCCO[Si](C)(C)C(C)(C)C ((2-bromoethoxy)-tert-butyldimethylsilane). Yields the product C(C)(C)(C)[Si](OCCN1C(C=2N(C=3C=CC(=CC3C2)OC2CCN(CC2)C(C)C)CC1)=O)(C)C (2-[2-(tert-Butyl-dimethyl-silanyloxy)-ethyl]-8-(1-isopropyl-piperidin-4-yloxy)-3,4-dihydro-2H-pyrazino[1,2-a]indol-1-one). Isolated yield 52.0%. Reaction SMILES: [CH:1]([N:4]1[CH2:9][CH2:8][CH:7]([O:10][C:11]2[CH:19]=[CH:18][C:17]3[N:16]4[CH2:20][CH2:21][NH:22][C:23](=[O:24])[C:15]4=[CH:14][C:13]=3[CH:12]=2)[CH2:6][CH2:5]1)([CH3:3])[CH3:2].[H-].[Na+].Br[CH2:28][CH2:29][O:30][Si:31]([C:34]([CH3:37])([CH3:36])[CH3:35])([CH3:33])[CH3:32]>>[C:34]([Si:31]([CH3:33])([CH3:32])[O:30][CH2:29][CH2:28][N:22]1[CH2:21][CH2:20][N:16]2[C:17]3[CH:18]=[CH:19][C:11]([O:10][CH:7]4[CH2:8][CH2:9][N:4]([CH:1]([CH3:3])[CH3:2])[CH2:5][CH2:6]4)=[CH:12][C:13]=3[CH:14]=[C:15]2[C:23]1=[O:24])([CH3:37])([CH3:36])[CH3:35] |f:1.2|. Procedure: The title compound was synthesized in analogy to example 17, from 8-(1-isopropyl-piperidin-4-yloxy)-3,4-dihydro-2H-pyrazino[1,2-a]indol-1-one (example 1), sodium hydride and (2-bromoethoxy)-tert-butyldimethylsilane, to give the desired product as a white solid (52%). The reactants are COC(C1=CC(=CC(=C1)C)CBr)=O (methyl-3-bromomethyl-5-methylbenzoate), C(C)(=O)[O-].[K+] (potassium acetate), O (water). Solvent: C(C)(=O)O (acetic acid). Product: COC(C1=CC(=CC(=C1)C)COC(C)=O)=O (Methyl-3-Acetoxymethyl-5-methylbenzoate). The yield is 90.6%. RXN SMILES: [CH3:1][O:2][C:3](=[O:13])[C:4]1[CH:9]=[C:8]([CH3:10])[CH:7]=[C:6]([CH2:11]Br)[CH:5]=1.[C:14]([O-:17])(=[O:16])[CH3:15].[K+].O>C(O)(=O)C>[CH3:1][O:2][C:3](=[O:13])[C:4]1[CH:9]=[C:8]([CH3:10])[CH:7]=[C:6]([CH2:11][O:17][C:14](=[O:16])[CH3:15])[CH:5]=1 |f:1.2|. Procedure: In a 5 liter flask were combined 507 g (2.09 mole) of methyl-3-bromomethyl-5-methylbenzoate with 615 g (6.3 mole) of potassium acetate in 2850 ml of glacial acetic acid and refluxed for 3 hours. The contents of the flask were then cooled down to room temperature and divided in 3 equal portions for work up. Each portion was poured into 2 liter of water and extracted with ethyl ether (3×300 ml). The combined organic layers were washed with water (3×600 ml) and then with 2% aqueous sodium hydroxide... The reactants are S(O)(O)(=O)=O (sulphuric acid), C(C)(=O)CC(=O)C1=CC=CC=C1 (acetyl acetophenone). Run in O (water). Yields the product CC=1OC2=C(C(C1)=O)C=CC=C2 (2-methyl-4H-1-benzopyran-4-one). Isolated yield 67.5%. As a reaction SMILES: S(=O)(=O)(O)O.[C:6]([CH2:9][C:10]([C:12]1[CH:17]=[CH:16][CH:15]=[CH:14][CH:13]=1)=[O:11])(=[O:8])[CH3:7]>O>[CH3:7][C:6]1[O:8][C:13]2[CH:14]=[CH:15][CH:16]=[CH:17][C:12]=2[C:10](=[O:11])[CH:9]=1. Reported procedure: Concentrated sulphuric acid (30 g) is added to acetyl acetophenone (15 g) obtained as above described. After cooling at room temperature, water is added until precipitation of a white powder, which is isolated by filtration under vacuum and washed with cold water. 2-methyl-4H-1-benzopyran-4-one (10 g) is obtained (m.p.=71° C.; yield=74%).